From a dataset of the Open Reaction Database (ORD), a public repository of structured organic reaction records. describe an organic reaction: reactants, conditions, products, and yield Starting materials: Brc1n[nH]c(Br)c1Br, [Li]CCCC, CN(C)C=O, CCOCC, O. The product is O=Cc1c(Br)n[nH]c1Br. RXN SMILES: [Br:1][c:2]1[n:3][nH:4][c:5]([Br:8])[c:6]1[Br:7].[CH2:14]([Li:15])[CH2:16][CH2:17][CH3:18].[CH3:19][N:20]([CH3:21])[CH:22]=[O:23].[CH3:9][CH2:10][O:11][CH2:12][CH3:13].[OH2:24]>>[Br:1][c:2]1[nH:3][n:4][c:5]([Br:8])[c:6]1[CH:10]=[O:11]. Starting materials: BrCCCCCC#N (6-Bromocapronitrile), C(CC=C)O (3-buten-1-ol), [OH-].[K+] (potassium hydroxide). Solvent: O (water), ClCCl (dichloromethane). Reaction conditions: time 4 day. Reported procedure: 6-Bromocapronitrile (1.19 ml, 9.00 mmol) and 3-buten-1-ol (946 ul, 11.0 mmol) were added to a stirred solution of potassium hydroxide (6.16 g, 110 mmol) and tetra-butylammonium bromide (434 mg, 1.35 mmol) in water (6 ml) and dichloromethane (2 ml). The reaction was stirred at room temperature for 4 days and then washed with diethyl ether (2×50 ml). The combined organics were washed with water (3×30 ml), dried (magnesium sulphate) and the solvent removed in vacuo to furnish the title compound as ... The reagents and catalysts are [Br-].C(CCC)[N+](CCCC)(CCCC)CCCC (tetra-butylammonium bromide). As a reaction SMILES: Br[CH2:2][CH2:3][CH2:4][CH2:5][CH2:6][C:7]#[N:8].[CH2:9]([OH:13])[CH2:10][CH:11]=[CH2:12].[OH-].[K+]>[Br-].C([N+](CCCC)(CCCC)CCCC)CCC.O.ClCCl>[CH2:9]([O:13][CH2:2][CH2:3][CH2:4][CH2:5][CH2:6][C:7]#[N:8])[CH2:10][CH:11]=[CH2:12] |f:2.3,4.5|. The product is C(CC=C)OCCCCCC#N (6-(But-3-en-1-yloxy)hexanenitrile). Starting materials: CCO, CC1(C)OB(c2cccc3[nH]ncc23)OC1(C)C, Cc1ccccc1, CS(=O)(=O)N1CCN(Cc2cc3nc(Cl)nc(N4CCOCC4)c3s2)CC1, [Na+], [Na+], O=C([O-])[O-], Cl[Pd]Cl, c1ccc(P(c2ccccc2)c2ccccc2)cc1, c1ccc(P(c2ccccc2)c2ccccc2)cc1. The product is CS(=O)(=O)N1CCN(Cc2cc3nc(-c4cccc5[nH]ncc45)nc(N4CCOCC4)c3s2)CC1. RXN SMILES: [CH3:100][CH2:101][OH:102].[CH3:28][C:29]1([CH3:30])[C:31]([CH3:32])([CH3:33])[O:34][B:35]([c:36]2[c:37]3[cH:38][n:39][nH:40][c:41]3[cH:42][cH:43][cH:44]2)[O:45]1.[CH3:46][c:47]1[cH:48][cH:49][cH:50][cH:51][cH:52]1.[Cl:1][c:2]1[n:3][c:4]([N:22]2[CH2:23][CH2:24][O:25][CH2:26][CH2:27]2)[c:5]2[c:6]([n:7]1)[cH:8][c:9]([CH2:11][N:12]1[CH2:13][CH2:14][N:15]([S:18](=[O:19])(=[O:20])[CH3:21])[CH2:16][CH2:17]1)[s:10]2.[Na+:53].[Na+:54].[O-:55][C:56](=[O:57])[O-:58].[Pd:59]([Cl:60])[Cl:61].[c:62]1([P:63]([c:64]2[cH:65][cH:66][cH:67][cH:68][cH:69]2)[c:70]2[cH:71][cH:72][cH:73][cH:74][cH:75]2)[cH:76][cH:77][cH:78][cH:79][cH:80]1.[c:81]1([P:82]([c:83]2[cH:84][cH:85][cH:86][cH:87][cH:88]2)[c:89]2[cH:90][cH:91][cH:92][cH:93][cH:94]2)[cH:95][cH:96][cH:97][cH:98][cH:99]1>>[c:2]1(-[c:36]2[c:37]3[cH:38][n:39][nH:40][c:41]3[cH:42][cH:43][cH:44]2)[n:3][c:4]([N:22]2[CH2:23][CH2:24][O:25][CH2:26][CH2:27]2)[c:5]2[c:6]([n:7]1)[cH:8][c:9]([CH2:11][N:12]1[CH2:13][CH2:14][N:15]([S:18](=[O:19])(=[O:20])[CH3:21])[CH2:16][CH2:17]1)[s:10]2. The reactants are NC1=CC=CC=C1 (aniline), C(C1=CC=C(C=C1)N=C=O)C1=CC=C(C=C1)N=C=O (4,4'-methylene diphenyl diisocyanate), C=O (formaldehyde), NC1=CC=CC=C1 (aniline). Yields the product NC1=CC=CC=C1 (aniline), C(C1=CC=C(N)C=C1)C1=CC=C(N)C=C1 (4,4'-methylene dianiline). Reaction SMILES: [CH2:1]([C:11]1[CH:16]=[CH:15][C:14]([N:17]=C=O)=[CH:13][CH:12]=1)[C:2]1[CH:7]=[CH:6][C:5]([N:8]=C=O)=[CH:4][CH:3]=1.C=O.NC1C=CC=CC=1>>[NH2:8][C:5]1[CH:6]=[CH:7][CH:2]=[CH:3][CH:4]=1.[CH2:1]([C:2]1[CH:7]=[CH:6][C:5]([NH2:8])=[CH:4][CH:3]=1)[C:11]1[CH:12]=[CH:13][C:14]([NH2:17])=[CH:15][CH:16]=1. Procedure: A novel process for making 4,4'-methylene diphenyl diisocyanate and corresponding oligomer in improved selectivity and yield comprises condensing formaldehyde and aniline under neutral or basic conditions to yield an anil condensate, followed by reacting the anil condensate with additional aniline and a protonic salt of aniline to yield 4,4'-methylene dianiline and corresponding oligomer, then followed by conventional phosgenation. Starting materials: CC1(C2=C(C(=CC=C2)P(C3=CC=CC=C3)C4=CC=CC=C4)OC5=C(C=CC=C51)P(C6=CC=CC=C6)C7=CC=CC=C7)C (Xantphos), IC1=NC=CC=C1 (2-iodopyridine), SC=1C=C(C(=O)O)C=CC1 (3-mercaptobenzoic acid), C(C)(C)N(C(C)C)CC (N,N-diisopropylethylamine). The reagents and catalysts are C=1C=CC(=CC1)/C=C/C(=O)/C=C/C2=CC=CC=C2.C=1C=CC(=CC1)/C=C/C(=O)/C=C/C2=CC=CC=C2.C=1C=CC(=CC1)/C=C/C(=O)/C=C/C2=CC=CC=C2.[Pd].[Pd] (Pd2(dba)3). Solvent: O1CCOCC1 (dioxane). Conditions: temperature 100 celsius, time 8 hour. Product: N1=C(C=CC=C1)SC=1C=C(C(=O)O)C=CC1 (3-(pyridin-2-ylthio)benzoic acid). The yield is 66.0%. Reaction SMILES: CC1(C)C2C(=C(P(C3C=CC=CC=3)C3C=CC=CC=3)C=CC=2)OC2C(P(C3C=CC=CC=3)C3C=CC=CC=3)=CC=CC1=2.I[C:44]1[CH:49]=[CH:48][CH:47]=[CH:46][N:45]=1.[SH:50][C:51]1[CH:52]=[C:53]([CH:57]=[CH:58][CH:59]=1)[C:54]([OH:56])=[O:55].C(N(CC)C(C)C)(C)C>C1C=CC(/C=C/C(/C=C/C2C=CC=CC=2)=O)=CC=1.C1C=CC(/C=C/C(/C=C/C2C=CC=CC=2)=O)=CC=1.C1C=CC(/C=C/C(/C=C/C2C=CC=CC=2)=O)=CC=1.[Pd].[Pd].O1CCOCC1>[N:45]1[CH:46]=[CH:47][CH:48]=[CH:49][C:44]=1[S:50][C:51]1[CH:52]=[C:53]([CH:57]=[CH:58][CH:59]=1)[C:54]([OH:56])=[O:55] |f:4.5.6.7.8|. Reported procedure: Xantphos (3.75 g) and Pd2(dba)3 (2.97 g) were added in that order to a dioxane (150 mL) solution of 2-iodopyridine (7.31 g), 3-mercaptobenzoic acid (5.0 g) and N,N-diisopropylethylamine (11.30 mL), and stirred overnight in a nitrogen atmosphere at 100° C. After left cooled, the reaction solution was evaporated under reduced pressure, then ethyl acetate was added to the residue, washed three times with aqueous saturated ammonium chloride solution, and dried with sodium sulfate. The drying agent w... Reaction SMILES: [C:1]([CH3:2])(=[O:3])[O:4][CH:5]([C:6](=[O:7])[OH:8])[c:9]1[cH:10][cH:11][cH:12][cH:13][cH:14]1.[CH3:16][N:17]([CH3:18])[CH2:19][CH2:20][CH2:21][N:22]=[C:23]=[N:24][CH2:25][CH3:26].[Cl:73][CH2:74][Cl:75].[ClH:15].[O:27]1[CH:28]([n:33]2[n:34][c:35](-[c:66]3[cH:67][c:68]([NH2:72])[cH:69][cH:70][cH:71]3)[c:36]3[cH:37][c:38](-[c:42]4[n:43][n:44]([C:47]([c:48]5[cH:49][cH:50][cH:51][cH:52][cH:53]5)([c:54]5[cH:55][cH:56][cH:57][cH:58][cH:59]5)[c:60]5[cH:61][cH:62][cH:63][cH:64][cH:65]5)[cH:45][n:46]4)[cH:39][cH:40][c:41]23)[CH2:29][CH2:30][CH2:31][CH2:32]1>>[C:1]([CH3:2])(=[O:3])[O:4][CH:5]([C:6](=[O:8])[NH:72][c:68]1[cH:67][c:66](-[c:35]2[n:34][n:33]([CH:28]3[O:27][CH2:32][CH2:31][CH2:30][CH2:29]3)[c:41]3[c:36]2[cH:37][c:38](-[c:42]2[n:43][n:44]([C:47]([c:48]4[cH:49][cH:50][cH:51][cH:52][cH:53]4)([c:54]4[cH:55][cH:56][cH:57][cH:58][cH:59]4)[c:60]4[cH:61][cH:62][cH:63][cH:64][cH:65]4)[cH:45][n:46]2)[cH:39][cH:40]3)[cH:71][cH:70][cH:69]1)[c:9]1[cH:10][cH:11][cH:12][cH:13][cH:14]1. The reactants are CC(=O)OC(C(=O)O)c1ccccc1, CCN=C=NCCCN(C)C, ClCCl, Cl, Nc1cccc(-c2nn(C3CCCCO3)c3ccc(-c4ncn(C(c5ccccc5)(c5ccccc5)c5ccccc5)n4)cc23)c1. Product: CC(=O)OC(C(=O)Nc1cccc(-c2nn(C3CCCCO3)c3ccc(-c4ncn(C(c5ccccc5)(c5ccccc5)c5ccccc5)n4)cc23)c1)c1ccccc1. Starting materials: [Li]C(C)CC (sec-BuLi), CCCCCC.C1CCCCC1 (hexane cyclohexane), COC1=CC2=CC=CC=C2C=C1 (2-methoxynaphthalene), [Si](C1=CC=CC=C1)(C1=CC=CC=C1)(C1=CC=CC=C1)Cl (Ph3SiCl), CN(P(=O)(N(C)C)N(C)C)C (hexamethylphosphoramide). The solvent is O (water), O1CCCC1 (tetrahydrofuran), O1CCCC1 (THF). Conditions: time 8 hour. Product: COC=1C(=CC2=CC=CC=C2C1)[Si](C1=CC=CC=C1)(C1=CC=CC=C1)C1=CC=CC=C1 ((3-methoxy-2-naphthyl)(triphenyl)silane). Yield: 90.0%. Reaction SMILES: [Li]C(CC)C.CCCCCC.C1CCCCC1.[CH3:18][O:19][C:20]1[CH:29]=[CH:28][C:27]2[C:22](=[CH:23][CH:24]=[CH:25][CH:26]=2)[CH:21]=1.[Si:30](Cl)([C:43]1[CH:48]=[CH:47][CH:46]=[CH:45][CH:44]=1)([C:37]1[CH:42]=[CH:41][CH:40]=[CH:39][CH:38]=1)[C:31]1[CH:36]=[CH:35][CH:34]=[CH:33][CH:32]=1.CN(C)P(N(C)C)(N(C)C)=O>O1CCCC1.O>[CH3:18][O:19][C:20]1[C:29]([Si:30]([C:37]2[CH:38]=[CH:39][CH:40]=[CH:41][CH:42]=2)([C:43]2[CH:48]=[CH:47][CH:46]=[CH:45][CH:44]=2)[C:31]2[CH:32]=[CH:33][CH:34]=[CH:35][CH:36]=2)=[CH:28][C:27]2[C:22]([CH:21]=1)=[CH:23][CH:24]=[CH:25][CH:26]=2 |f:1.2|. Reported procedure: A solution of 15.3 mL of sec-BuLi 1.3 M in hexane/cyclohexane (19.91 mmol) was added dropwise to a stirred solution of 3.0 g of 2-methoxynaphthalene (18.96 mmol) in 70 mL of tetrahydrofuran (THF) at a temperature of −30° C. and for a period of time of 15 min. After stirring overnight at room temperature, to the resultant tinted solution was added a solution of 5.87 g of Ph3SiCl (19.91 mmol) and 3.46 mL of hexamethylphosphoramide (HMPA) (19.88 mmol) in 50 mL of THF. The reaction mixture was heate... Reactants: ice water, COC1=CC=C(C=C1)[C@@H]1SC2=C(NC([C@@H]1O)=O)C=C(C=C2)OC ((±)-cis-2-(4-methoxyphenyl)-3-hydroxy-7-methoxy-2,3-dihydro-1,5-benzothiazepin-4(5H)-one), [OH-].[K+] (potassium hydroxide), Cl.CN(CCCl)C (2-(dimethylamino)ethyl chloride hydrochloride). Solvent: CS(=O)C (dimethylsulfoxide). Reaction conditions: time 2 hour. Yields the product COC1=CC=C(C=C1)[C@@H]1SC2=C(N(C([C@@H]1O)=O)CCN(C)C)C=C(C=C2)OC ((±)-cis-2-(4-methoxyphenyl)-3-hydroxy-5-[2-(dimethylamino)ethyl]-7-methoxy-2,3-dihydro-1,5-benzothiazepin-4(5H)-one). The yield is 81.5%. RXN SMILES: [CH3:1][O:2][C:3]1[CH:8]=[CH:7][C:6]([C@H:9]2[C@@H:15]([OH:16])[C:14](=[O:17])[NH:13][C:12]3[CH:18]=[C:19]([O:22][CH3:23])[CH:20]=[CH:21][C:11]=3[S:10]2)=[CH:5][CH:4]=1.[OH-].[K+].Cl.[CH3:27][N:28]([CH3:32])[CH2:29][CH2:30]Cl>CS(C)=O>[CH3:1][O:2][C:3]1[CH:8]=[CH:7][C:6]([C@H:9]2[C@@H:15]([OH:16])[C:14](=[O:17])[N:13]([CH2:30][CH2:29][N:28]([CH3:32])[CH3:27])[C:12]3[CH:18]=[C:19]([O:22][CH3:23])[CH:20]=[CH:21][C:11]=3[S:10]2)=[CH:5][CH:4]=1 |f:1.2,3.4|. Procedure: A mixture of 0.828 g of (±)-cis-2-(4-methoxyphenyl)-3-hydroxy-7-methoxy-2,3-dihydro-1,5-benzothiazepin-4(5H)-one, 0.307 g of potassium hydroxide and 15 ml of dimethylsulfoxide is stirred at room temperature for 2 hours, and then 0.396 g of 2-(dimethylamino)ethyl chloride hydrochloride is added thereto. The mixture is stirred at room temperature for 16 hours. After the reaction is completed, the mixture is poured into ice-water, and the aqueous solution is extracted with ethyl acetate. The ethyl ...